From a dataset of the Open Reaction Database (ORD), a public repository of structured organic reaction records. describe an organic reaction: reactants, conditions, products, and yield Procedure: Prepared according to the procedure described for example 44 from 5-[(3,5-dichloro-4-pyridyl)sulfanyl]-4-nitro-thiophene-2-carboxylic acid (35 mg, 0.1 mmol) and 3-fluorobenzylamine (14.0 mg, 0.12 mmol). The title compound was obtained as a solid (22.5 mg, 49% yield). MS m/z: 457.96, 459.96 [M+H]+. Reactants: ClC=1C=NC=C(C1SC1=C(C=C(S1)C(=O)O)[N+](=O)[O-])Cl (5-[(3,5-dichloro-4-pyridyl)sulfanyl]-4-nitro-thiophene-2-carboxylic acid), FC=1C=C(CN)C=CC1 (3-fluorobenzylamine). Yield: 49.0%. RXN SMILES: [Cl:1][C:2]1[CH:3]=[N:4][CH:5]=[C:6]([Cl:20])[C:7]=1[S:8][C:9]1[S:13][C:12]([C:14]([OH:16])=O)=[CH:11][C:10]=1[N+:17]([O-:19])=[O:18].[F:21][C:22]1[CH:23]=[C:24]([CH:27]=[CH:28][CH:29]=1)[CH2:25][NH2:26]>>[Cl:20][C:6]1[CH:5]=[N:4][CH:3]=[C:2]([Cl:1])[C:7]=1[S:8][C:9]1[S:13][C:12]([C:14]([NH:26][CH2:25][C:24]2[CH:27]=[CH:28][CH:29]=[C:22]([F:21])[CH:23]=2)=[O:16])=[CH:11][C:10]=1[N+:17]([O-:19])=[O:18]. Yields the product ClC=1C=NC=C(C1SC1=C(C=C(S1)C(=O)NCC1=CC(=CC=C1)F)[N+](=O)[O-])Cl (5-((3,5-dichloropyridin-4-yl)thio)-N-(3-fluorobenzyl)-4-nitrothiophene-2-carboxamide), solid. Starting materials: C(C=C)OC1=C(C=[N+](C=2CCCCC12)[O-])C (4-allyloxy-3-methyl-5,6,7,8-tetrahydroquinoline-N-oxide), C(C)(=O)OC(C)=O (acetic anhydride). Solvent: O (water). Reaction conditions: temperature 90 celsius, time 5 hour. Yields the product C(C)(=O)OC1CCCC=2C(=C(C=NC12)C)OCC=C (8-acetoxy-4-allyloxy-3-methyl-5,6,7,8-tetrahydroquinoline). RXN SMILES: [CH2:1]([O:4][C:5]1[C:14]2[CH2:13][CH2:12][CH2:11][CH2:10][C:9]=2[N+:8]([O-])=[CH:7][C:6]=1[CH3:16])[CH:2]=[CH2:3].[C:17]([O:20]C(=O)C)(=[O:19])[CH3:18]>O>[C:17]([O:20][CH:10]1[C:9]2[N:8]=[CH:7][C:6]([CH3:16])=[C:5]([O:4][CH2:1][CH:2]=[CH2:3])[C:14]=2[CH2:13][CH2:12][CH2:11]1)(=[O:19])[CH3:18]. Procedure: To 4.8 g of 4-allyloxy-3-methyl-5,6,7,8-tetrahydroquinoline-N-oxide was added 50 ml of acetic anhydride, and the mixture was stirred at 90° C. for 5 hours. After the reaction was completed, acetic anhydride was removed by evaporation under reduced pressure, to the residue thus obtained was added water and then extracted with chloroform. The chloroform layer was washed with an aqueous solution of sodium hydroxide and an aqueous solution saturated with sodium chloride, then dried with anhydrous ma... The reactants are COCCC1(C(=O)NC(Cc2ccc(NC(=O)c3cc(C#N)ccc3Cl)cc2)C(=O)OC)CCCC1, [I-], [Li+], O, c1ccncc1. The product is COCCC1(C(=O)NC(Cc2ccc(NC(=O)c3cc(C#N)ccc3Cl)cc2)C(=O)O)CCCC1. Reaction SMILES: [CH3:1][O:2][C:3]([CH:4]([NH:5][C:6](=[O:7])[C:8]1([CH2:13][CH2:14][O:15][CH3:16])[CH2:9][CH2:10][CH2:11][CH2:12]1)[CH2:17][c:18]1[cH:19][cH:20][c:21]([NH:24][C:25](=[O:26])[c:27]2[c:28]([Cl:35])[cH:29][cH:30][c:31]([C:33]#[N:34])[cH:32]2)[cH:22][cH:23]1)=[O:36].[I-:37].[Li+:38].[OH2:45].[cH:39]1[cH:40][cH:41][n:42][cH:43][cH:44]1>>[O:2]=[C:3]([CH:4]([NH:5][C:6](=[O:7])[C:8]1([CH2:13][CH2:14][O:15][CH3:16])[CH2:9][CH2:10][CH2:11][CH2:12]1)[CH2:17][c:18]1[cH:19][cH:20][c:21]([NH:24][C:25](=[O:26])[c:27]2[c:28]([Cl:35])[cH:29][cH:30][c:31]([C:33]#[N:34])[cH:32]2)[cH:22][cH:23]1)[OH:36]. Reactants: C(C)OC(C)=NC(C1=CC=C(C=C1)Br)=O (N-(1-ethoxy-ethylidene)-4-bromo-benzamide), N(N)C1=CC=C(C=N1)S(=O)(=O)N (6-hydrazinopyridine-3-sulfonic acid amide), O (water). Run in ClCCl (dichloromethane), CO (methanol). Reaction conditions: time 8 hour. Yields the product BrC1=CC=C(C=C1)C1=NC(=NN1C1=CC=C(C=N1)S(=O)(=O)N)C (6-[5-(4-bromo-phenyl)-3-methyl-[1,2,4]triazole-1-yl]-pyridine-3-sulfonic acid amide). The yield is 53.0%. RXN SMILES: C(O[C:4](=[N:6][C:7](=O)[C:8]1[CH:13]=[CH:12][C:11]([Br:14])=[CH:10][CH:9]=1)[CH3:5])C.[NH:16]([C:18]1[N:23]=[CH:22][C:21]([S:24]([NH2:27])(=[O:26])=[O:25])=[CH:20][CH:19]=1)[NH2:17].O>ClCCl.CO>[Br:14][C:11]1[CH:10]=[CH:9][C:8]([C:7]2[N:16]([C:18]3[N:23]=[CH:22][C:21]([S:24]([NH2:27])(=[O:26])=[O:25])=[CH:20][CH:19]=3)[N:17]=[C:4]([CH3:5])[N:6]=2)=[CH:13][CH:12]=1. Procedure: N-(1-ethoxy-ethylidene)-4-bromo-benzamide 565 mg (2.09 mmol) was dissolved in a mixed solvent of dichloromethane 20 ml and methanol 10 ml, and 6-hydrazinopyridine-3-sulfonic acid amide 433 mg (2.23 mmol) was added to the solution and stirred for 8 hours. After completing the reaction, water 20 ml was added to the reacting solution and extracted two times with dichloromethane, and then, the collected organic layer was washed with saturated brine. The organic layer was dried with anhydrous magnesi... Reactants: BrC=1C2=C(C3=C(C(=NO3)C3=CC=CC=C3)C1)CC(O2)CO (5-bromo-7,8-dihydro-3-phenylfuro[2,3-g]-1,2-benzisoxazole-7-methanol), O (water), S(O)(O)(=O)=O (sulfuric acid). Reagents/catalysts: [O-2].[Cr+6].[O-2].[O-2] (chromium (VI) oxide). Solvent: CC(=O)C (acetone). Reaction conditions: time 6 hour. The product is BrC=1C2=C(C3=C(C(=NO3)C3=CC=CC=C3)C1)CC(O2)C(=O)O (5-bromo-7,8-dihydro-3-phenylfuro[2,3-g]-1,2-benzisoxazole-7-carboxylic acid). The yield is 54.9%. As a reaction SMILES: [Br:1][C:2]1[C:3]2[O:19][CH:18]([CH2:20][OH:21])[CH2:17][C:4]=2[C:5]2[O:9][N:8]=[C:7]([C:10]3[CH:15]=[CH:14][CH:13]=[CH:12][CH:11]=3)[C:6]=2[CH:16]=1.O.S(=O)(=O)(O)[OH:24]>CC(C)=O.[O-2].[Cr+6].[O-2].[O-2]>[Br:1][C:2]1[C:3]2[O:19][CH:18]([C:20]([OH:24])=[O:21])[CH2:17][C:4]=2[C:5]2[O:9][N:8]=[C:7]([C:10]3[CH:11]=[CH:12][CH:13]=[CH:14][CH:15]=3)[C:6]=2[CH:16]=1 |f:4.5.6.7|. Procedure details: A portion (0.7 g) of the 5-bromo-7,8-dihydro-3-phenylfuro[2,3-g]-1,2-benzisoxazole-7-methanol prepared in Example 4 was dissolved in 50 ml of acetone. To the stirred solution, a mixture of chromium (VI) oxide (1 g), water (3 ml) and concentrated sulfuric acid (1.4 g) was added dropwise over time, and the solution was stirred for 6 hours at room temperature. The insolubles were filtered off by suction. After distilling off the acetone, water was added to the residue and the mixture was subjected ... Reactants: NC=1C=C(C=CC1)C1=NC(NC2=C3C(=CC=C12)C=CC=C3)=O (4-(3-aminophenyl)-1H-benzo[h]quinazolin-2-one), C1(=CC=CC=C1)S(=O)(=O)Cl (benzenesulfonyl chloride). Solvent: N1=CC=CC=C1 (pyridine). Reaction conditions: temperature 80 celsius, time 5 hour. Product: O=C1NC2=C3C(=CC=C2C(=N1)C=1C=C(C=CC1)NS(=O)(=O)C1=CC=CC=C1)C=CC=C3 (N-[3-(2-Oxo-1,2-dihydrobenzo[h]quinazolin-4-yl)phenyl]benzenesulfonamide). Yield: 15.0%. RXN SMILES: [NH2:1][C:2]1[CH:3]=[C:4]([C:8]2[C:17]3[C:12](=[C:13]4[CH:21]=[CH:20][CH:19]=[CH:18][C:14]4=[CH:15][CH:16]=3)[NH:11][C:10](=[O:22])[N:9]=2)[CH:5]=[CH:6][CH:7]=1.[C:23]1([S:29](Cl)(=[O:31])=[O:30])[CH:28]=[CH:27][CH:26]=[CH:25][CH:24]=1>N1C=CC=CC=1>[O:22]=[C:10]1[N:9]=[C:8]([C:4]2[CH:3]=[C:2]([NH:1][S:29]([C:23]3[CH:28]=[CH:27][CH:26]=[CH:25][CH:24]=3)(=[O:31])=[O:30])[CH:7]=[CH:6][CH:5]=2)[C:17]2[C:12](=[C:13]3[CH:21]=[CH:20][CH:19]=[CH:18][C:14]3=[CH:15][CH:16]=2)[NH:11]1. Reported procedure: To a solution of 4-(3-aminophenyl)-1H-benzo[h]quinazolin-2-one (20 mg, 0.07 mmol) in pyridine (3 mL) was added benzenesulfonyl chloride (127 μL, 0.99 mmol), and stirred at 80° C. for 5 hours. After the solution was cooled to room temperature, the solvent was removed under reduced pressure. The residue was diluted with chloroform, washed with a saturated aqueous sodium bicarbonate solution and dried over anhydrous sodium sulfate. The solvent was removed under reduced pressure, the residue was pur... Reactants: Cc1ccccc1, CC(O)(CC(=O)O)c1ccc(-c2ccc(Cl)c(Cl)c2)cc1, Cc1ccc(S(=O)(=O)O)cc1. Yields the product CC(=CC(=O)O)c1ccc(-c2ccc(Cl)c(Cl)c2)cc1. RXN SMILES: [CH3:33][c:34]1[cH:35][cH:36][cH:37][cH:38][cH:39]1.[Cl:1][c:2]1[cH:3][c:4](-[c:9]2[cH:10][cH:11][c:12]([C:15]([CH2:16][C:17](=[O:18])[OH:19])([CH3:20])[OH:21])[cH:13][cH:14]2)[cH:5][cH:6][c:7]1[Cl:8].[c:22]1([CH3:23])[cH:24][cH:25][c:26]([S:27]([OH:28])(=[O:29])=[O:30])[cH:31][cH:32]1>>[Cl:1][c:2]1[cH:3][c:4](-[c:9]2[cH:10][cH:11][c:12]([C:15](=[CH:16][C:17](=[O:18])[OH:19])[CH3:20])[cH:13][cH:14]2)[cH:5][cH:6][c:7]1[Cl:8].